From a dataset of the Open Reaction Database (ORD), a public repository of structured organic reaction records. describe an organic reaction: reactants, conditions, products, and yield Reactants: C(C)OC(=O)C=1C(C2=CC(=CC=C2C1C1=CC=CC=C1)OC)=O (6-Methoxy-1-oxo-3-phenyl-1H-indene-2-carboxylic acid ethyl ester), C(C1=CC=CC=C1)[Mg]Cl (benzylmagnesium chloride). The solvent is C1CCOC1 (THF). Reaction conditions: temperature 0 celsius, time 3 hour. The product is C(C)OC(=O)C=1C(C2=CC(=CC=C2C1C1=CC=CC=C1)OC)(O)CC1=CC=CC=C1 (1-benzyl-1-hydroxy-6-methoxy-3-phenyl-1H-indene-2-carboxylic Acid Ethyl Ester). The yield is 13.0%. Reaction SMILES: [CH2:1]([O:3][C:4]([C:6]1[C:7](=[O:23])[C:8]2[C:13]([C:14]=1[C:15]1[CH:20]=[CH:19][CH:18]=[CH:17][CH:16]=1)=[CH:12][CH:11]=[C:10]([O:21][CH3:22])[CH:9]=2)=[O:5])[CH3:2].[CH2:24]([Mg]Cl)[C:25]1[CH:30]=[CH:29][CH:28]=[CH:27][CH:26]=1>C1COCC1>[CH2:1]([O:3][C:4]([C:6]1[C:7]([CH2:24][C:25]2[CH:30]=[CH:29][CH:28]=[CH:27][CH:26]=2)([OH:23])[C:8]2[C:13]([C:14]=1[C:15]1[CH:20]=[CH:19][CH:18]=[CH:17][CH:16]=1)=[CH:12][CH:11]=[C:10]([O:21][CH3:22])[CH:9]=2)=[O:5])[CH3:2]. Procedure details: 6-Methoxy-1-oxo-3-phenyl-1H-indene-2-carboxylic acid ethyl ester (300 mg, 0.974 mmol) obtained in Example 1 was dissolved in THF and 1.2 equivalents of benzylmagnesium chloride were added thereto, followed by stirring for 3 hrs at 0° C. The resulting mixture washed with saturated saline and extracted with ethyl acetate. The organic layer was separated, dried over anhydrous MgSO4, and concentrated under a reduced pressure. The resulting residue was purified by flash chromatography to obtain 50 mg...